describe an organic reaction: reactants, conditions, products, and yield From a dataset of the Open Reaction Database (ORD), a public repository of structured organic reaction records. The reactants are CS(=O)(=O)C1=CC=C(C=C1)C=1C=2N(C=CC1)N=C(N2)N (8-(4-methanesulfonyl-phenyl)-[1,2,4]triazolo[1,5-a]pyridin-2-ylamine), BrC1=CC=C(C=C1)N1CCN(CC1)C (1-(4-bromo-phenyl)-4-methyl-piperazine), C1(CCCCC1)P(C1=C(C=CC=C1)C1=C(C=CC=C1)P(C1CCCCC1)C1CCCCC1)C1CCCCC1 (2,2′-bis-dicyclohexylphosphanyl-biphenyl). Yields the product CS(=O)(=O)C1=CC=C(C=C1)C=1C=2N(C=CC1)N=C(N2)NC2=CC=C(C=C2)N2CCN(CC2)C ([8-(4-Methanesulfonyl-phenyl)-[1,2,4]triazolo[1,5-a]pyridin-2-yl]-[4-(4-methyl-piperazin-1-yl)-phenyl]-amine), solid. Yield: 18.0%. As a reaction SMILES: [CH3:1][S:2]([C:5]1[CH:10]=[CH:9][C:8]([C:11]2[C:12]3[N:13]([N:17]=[C:18]([NH2:20])[N:19]=3)[CH:14]=[CH:15][CH:16]=2)=[CH:7][CH:6]=1)(=[O:4])=[O:3].Br[C:22]1[CH:27]=[CH:26][C:25]([N:28]2[CH2:33][CH2:32][N:31]([CH3:34])[CH2:30][CH2:29]2)=[CH:24][CH:23]=1.C1(P(C2CCCCC2)C2C=CC=CC=2C2C=CC=CC=2P(C2CCCCC2)C2CCCCC2)CCCCC1>>[CH3:1][S:2]([C:5]1[CH:10]=[CH:9][C:8]([C:11]2[C:12]3[N:13]([N:17]=[C:18]([NH:20][C:22]4[CH:23]=[CH:24][C:25]([N:28]5[CH2:33][CH2:32][N:31]([CH3:34])[CH2:30][CH2:29]5)=[CH:26][CH:27]=4)[N:19]=3)[CH:14]=[CH:15][CH:16]=2)=[CH:7][CH:6]=1)(=[O:3])=[O:4]. Procedure details: [8-(4-Methanesulfonyl-phenyl)-[1,2,4]triazolo[1,5-a]pyridin-2-yl]-[4-(4-methyl-piperazin-1-yl)-phenyl]-amine was prepared from 8-(4-methanesulfonyl-phenyl)-[1,2,4]triazolo[1,5-a]pyridin-2-ylamine (75.0 mg, 0.260 mmol) and 1-(4-bromo-phenyl)-4-methyl-piperazine (73.0 mg, 0.286 mmol) with 2,2′-bis-dicyclohexylphosphanyl-biphenyl (29.0 mg, 0.0530 mmol) as the ligand in a manner analogous to Step 2d. The reaction product was isolated as pale yellow solid (0.022 g, 18%). MP=242-244° C. 1H NMR (400 MH... The reactants are ice water, solution, ClC1=CC=2C(=C(N=CC2)OC)O1 (2-chloro-7-methoxyfuro[2,3-c]pyridine), B(Br)(Br)Br (BBr3). Solvent: C(Cl)Cl (DCM). Reaction conditions: time 8 hour. Product: ClC1=CC=2C(=C(N=CC2)O)O1 (2-chlorofuro[2,3-c]pyridin-7-ol). Isolated yield 48.4%. RXN SMILES: [Cl:1][C:2]1[O:12][C:5]2=[C:6]([O:10]C)[N:7]=[CH:8][CH:9]=[C:4]2[CH:3]=1.B(Br)(Br)Br>C(Cl)Cl>[Cl:1][C:2]1[O:12][C:5]2=[C:6]([OH:10])[N:7]=[CH:8][CH:9]=[C:4]2[CH:3]=1. Procedure: A 0.25M solution of 2-chloro-7-methoxyfuro[2,3-c]pyridine (263 mg, 1.4 mmol) in DCM stirred at −0° C. under an atmosphere of nitrogen was treated with BBr3 (1 M in DCM, 4.3 mL, 4.3 mmol) dropwise over 5 min. The mixture was allowed to warm gradually to rt. After the mixture was allowed to stir overnight, it was poured into ice water and extracted with DCM (3×15 mL). The combined organic layers were washed with water and brine (10 mL), dried over Na2SO4, filtered and concentrated in vacuo. The re...